Task: describe an organic reaction: reactants, conditions, products, and yield. Dataset: the Open Reaction Database (ORD), a public repository of structured organic reaction records Starting materials: Ice water, CS(=O)(=O)Cl (methanesulphonic acid chloride), C(C)OC(=O)C1CN(CCC1O)CC1CCCC2=CC=C(C=C12)OC (4-hydroxy-1-[(7-methoxy-1,2,3,4-tetrahydro-naphth-1-yl)methyl]-piperidine-3-carboxylic acid ethyl ester), N12CCCCCC2=NCCC1 (1,8-diazabicyclo[5.4.0]undec-7-ene). Run in C1(=CC=CC=C1)C (toluene), C1(=CC=CC=C1)C (toluene). Run at time 18 hour. Product: C(C)OC(=O)C=1CN(CCC1)CC1CCCC2=CC=C(C=C12)OC (1-[(7-methoxy-1,2,3,4-tetrahydro-naphth-1-yl)methyl]-1,2,5,6-tetrahydro-pyridine-3-carboxylic acid ethyl ester). RXN SMILES: CS(Cl)(=O)=O.[CH2:6]([O:8][C:9]([CH:11]1[CH:16](O)[CH2:15][CH2:14][N:13]([CH2:18][CH:19]2[C:28]3[C:23](=[CH:24][CH:25]=[C:26]([O:29][CH3:30])[CH:27]=3)[CH2:22][CH2:21][CH2:20]2)[CH2:12]1)=[O:10])[CH3:7].N12CCCN=C1CCCCC2>C1(C)C=CC=CC=1>[CH2:6]([O:8][C:9]([C:11]1[CH2:12][N:13]([CH2:18][CH:19]2[C:28]3[C:23](=[CH:24][CH:25]=[C:26]([O:29][CH3:30])[CH:27]=3)[CH2:22][CH2:21][CH2:20]2)[CH2:14][CH2:15][CH:16]=1)=[O:10])[CH3:7]. Procedure details: A solution of 2.06 g (18 mmol) of methanesulphonic acid chloride in 20 ml of toluene is added dropwise, while stirring at 0°-5°, to a solution of 5.2 g (15 mmol) of cis/trans mixture of 4-hydroxy-1-[(7-methoxy-1,2,3,4-tetrahydro-naphth-1-yl)methyl]-piperidine-3-carboxylic acid ethyl ester and 11.4 g (75 mmol) of 1,8-diazabicyclo[5.4.0]undec-7-ene in 100 ml of toluene. The reaction mixture is then allowed to warm to room temperature and is stirred for a further 18 hours at room temperature. Ice-w...